Dataset: the Open Reaction Database (ORD), a public repository of structured organic reaction records. Task: describe an organic reaction: reactants, conditions, products, and yield As a reaction SMILES: [Br:12][CH2:13][C:14](=[O:15])[O:16][CH2:17][CH3:18].[CH2:26]([O:27][CH2:28][CH3:29])[CH3:30].[F:1][c:2]1[cH:3][cH:4][c:5]2[c:9]([cH:10]1)[C:8](=[O:11])[CH2:7][CH2:6]2.[I:19].[Zn:31].[cH:20]1[cH:21][cH:22][cH:23][cH:24][cH:25]1>>[F:1][c:2]1[cH:3][cH:4][c:5]2[c:9]([cH:10]1)[C:8]([OH:11])([CH2:13][C:14](=[O:15])[O:16][CH2:17][CH3:18])[CH2:7][CH2:6]2. Product: CCOC(=O)CC1(O)CCc2ccc(F)cc21. The reactants are CCOC(=O)CBr, CCOCC, O=C1CCc2ccc(F)cc21, I, [Zn], c1ccccc1. The reactants are ice, [H-].[Al+3].[Li+].[H-].[H-].[H-] (lithium aluminum hydride), C(C)(C)[C@@H]1COCC(N1)=O ((R)-5-isopropylmorpholin-3-one). Solvent: O1CCCC1 (tetrahydrofuran). The product is C(C)(C)[C@H]1NCCOC1 ((R)-3-isopropylmorpholine). Isolated yield 90.3%. RXN SMILES: [H-].[Al+3].[Li+].[H-].[H-].[H-].[CH:7]([C@H:10]1[NH:15][C:14](=O)[CH2:13][O:12][CH2:11]1)([CH3:9])[CH3:8]>O1CCCC1>[CH:7]([C@@H:10]1[CH2:11][O:12][CH2:13][CH2:14][NH:15]1)([CH3:9])[CH3:8] |f:0.1.2.3.4.5|. Procedure details: To ice-cold tetrahydrofuran (8.0 mL) was added lithium aluminum hydride (1.0 M solution in tetrahydrofuran, 23.0 mL, 23.0 mmol). Once the addition was complete, a solution of (R)-5-isopropylmorpholin-3-one (1.7 g, 12.0 mmol) in tetrahydrofuran (8 mL) was added dropwise over 20 min. Once the addition was completed, the ice bath was removed and the reaction mixture stirred at reflux for 20 h. The reaction was cooled in an ice-bath and to this was slowly added water (1.0 mL), then a 15% solution of... Isolated yield 90.1%. Product: O=C1OCC(C1C(=O)O)C1=CC=CC=C1 (2-oxo-4-phenyltetrahydrofuran-3-carboxylic acid). Reaction SMILES: [O:1]=[C:2]1[CH:6]([C:7]([O-:9])=[O:8])[CH:5]([C:10]2[CH:15]=[CH:14][CH:13]=[CH:12][CH:11]=2)[CH2:4][O:3]1.Cl>C(O)C.[OH-].[Na+]>[O:1]=[C:2]1[CH:6]([C:7]([OH:9])=[O:8])[CH:5]([C:10]2[CH:15]=[CH:14][CH:13]=[CH:12][CH:11]=2)[CH2:4][O:3]1 |f:3.4|. The solvent is C(C)O (ethanol), [OH-].[Na+] (sodium hydroxide). Reactants: O=C1OCC(C1C(=O)[O-])C1=CC=CC=C1 (2-oxo-4-phenyltetrahydro-3furancarboxylate), Cl (HYdrochloric acid). Procedure details: A mixture of ethyl (4R*,5R*)-5-[3-t-butyldiphenylsilyloxy)propyl]-2-oxo-4-phenyltetrahydro-3furancarboxylate (2.43 g) in ethanol (40 ml) and 1N aqueous sodium hydroxide (9.16 ml) was stirred at 50° C. for 2 hours. 1N HYdrochloric acid (10 ml) was added to the reaction mixture and the organic solvent was evaporated in vacuo. The aqueous solution was extracted with ethyl acetate, and the'extract was washed with water and brine, dried over magnesium sulfate, and evaporated in vacuo to give (4R*,5R*... Reaction conditions: temperature 50 celsius, time 2 hour. The reactants are BrB(Br)Br, CCc1oc2cc(Oc3ccnc4cc(C(=O)N5CCCC5COC)sc34)ccc2c1C(=O)NC. Product: CCc1oc2cc(Oc3ccnc4cc(C(=O)N5CCCC5CO)sc34)ccc2c1C(=O)NC. As a reaction SMILES: [B:36]([Br:37])([Br:38])[Br:39].[CH3:1][NH:2][C:3](=[O:4])[c:5]1[c:6]([CH2:34][CH3:35])[o:7][c:8]2[c:9]1[cH:10][cH:11][c:12]([O:14][c:15]1[c:16]3[c:17]([n:18][cH:19][cH:20]1)[cH:21][c:22]([C:24](=[O:25])[N:26]1[CH:27]([CH2:31][O:32][CH3:33])[CH2:28][CH2:29][CH2:30]1)[s:23]3)[cH:13]2>>[CH3:1][NH:2][C:3](=[O:4])[c:5]1[c:6]([CH2:34][CH3:35])[o:7][c:8]2[c:9]1[cH:10][cH:11][c:12]([O:14][c:15]1[c:16]3[c:17]([n:18][cH:19][cH:20]1)[cH:21][c:22]([C:24](=[O:25])[N:26]1[CH:27]([CH2:31][OH:32])[CH2:28][CH2:29][CH2:30]1)[s:23]3)[cH:13]2. Starting materials: B, CC(C)(C)OC(=O)N1CCC(CCC(=O)O)CC1, C1CCOC1, O. The product is CC(C)(C)OC(=O)N1CCC(CCCO)CC1. RXN SMILES: [BH3:19].[C:1]([CH3:2])([CH3:3])([CH3:4])[O:5][C:6](=[O:7])[N:8]1[CH2:9][CH2:10][CH:11]([CH2:14][CH2:15][C:16](=[O:17])[OH:18])[CH2:12][CH2:13]1.[CH2:21]1[O:22][CH2:23][CH2:24][CH2:25]1.[OH2:20]>>[C:1]([CH3:2])([CH3:3])([CH3:4])[O:5][C:6](=[O:7])[N:8]1[CH2:9][CH2:10][CH:11]([CH2:14][CH2:15][CH2:16][OH:17])[CH2:12][CH2:13]1. Reactants: C(C#C)NC(=O)C=1N=CN2C1CN(C(C1=C2C=CC(=C1Cl)F)=O)C (7-chloro-8-fluoro-5-methyl-6-oxo-5,6-dihydro-4H-imidazo[1,5-a][1,4]benzodiazepine-3-carboxylic acid prop-2-ynylamide), IN1C(CCC1=O)=O (N-iodosuccinimide), C(CC)NCCC (dipropylamine). Solvent: C(C)(=O)O (acetic acid). Reaction conditions: time 53 hour. The product is ClC1=C(C=CC2=C1C(N(CC=1N2C=NC1C=1OC(=CN1)CN(CCC)CCC)C)=O)F (7-chloro-3-(5-dipropylaminomethyl-oxazol-2-yl)-8-fluoro-5-methyl-5,6-dihydro-4H-imidazo[1,5-a][1,4]benzodiazepin-6-one). The yield is 24.7%. As a reaction SMILES: [CH2:1]([NH:4][C:5]([C:7]1[N:8]=[CH:9][N:10]2[C:16]3[CH:17]=[CH:18][C:19]([F:22])=[C:20]([Cl:21])[C:15]=3[C:14](=[O:23])[N:13]([CH3:24])[CH2:12][C:11]=12)=[O:6])[C:2]#[CH:3].IN1C(=O)CCC1=O.[CH2:33]([NH:36][CH2:37][CH2:38][CH3:39])[CH2:34][CH3:35]>C(O)(=O)C>[Cl:21][C:20]1[C:15]2[C:14](=[O:23])[N:13]([CH3:24])[CH2:12][C:11]3[N:10]([CH:9]=[N:8][C:7]=3[C:5]3[O:6][C:2]([CH2:3][N:36]([CH2:37][CH2:38][CH3:39])[CH2:33][CH2:34][CH3:35])=[CH:1][N:4]=3)[C:16]=2[CH:17]=[CH:18][C:19]=1[F:22]. Procedure details: A solution of 3.49 g (0.010 mol) of 7-chloro-8-fluoro-5-methyl-6-oxo-5,6-dihydro-4H-imidazo[1,5-a][1,4]benzodiazepine-3-carboxylic acid prop-2-ynylamide in 200 ml of acetic acid was treated with 3.38 g (0.0151 mol) of N-iodosuccinimide while gassing with argon. After stirring at room temperature for 53 hrs. the dark suspension obtained was completely freed from the solvents and dried azeotropically several times with toluene. The red-brown residue was dissolved in 100 ml of THF, treated with 11.... Starting materials: COc1ccc(CCl)cc1, Nc1nc[nH]n1. Yields the product COc1ccc(Cn2cnc(N)n2)cc1. Reaction SMILES: [CH3:7][O:8][c:9]1[cH:10][cH:11][c:12]([CH2:13][Cl:14])[cH:15][cH:16]1.[NH2:1][c:2]1[n:3][nH:4][cH:5][n:6]1>>[NH2:1][c:2]1[n:3][n:4]([CH2:13][c:12]2[cH:11][cH:10][c:9]([O:8][CH3:7])[cH:16][cH:15]2)[cH:5][n:6]1. Reactants: N(=[N+]=[N-])C1=CC=C(C=C1)C=1N=C(SC1)N (4-(4-azidophenyl)thiazol-2-amine), ClN1C(CCC1=O)=O (1-chloropyrrolidine-2,5-dione), O (water). Solvent: CN(C)C=O (DMF). Reaction conditions: time 2 hour. The product is N(=[N+]=[N-])C1=CC=C(C=C1)C=1N=C(SC1Cl)N (4-(4-azidophenyl)-5-chlorothiazol-2-amine). Reaction SMILES: [N:1]([C:4]1[CH:9]=[CH:8][C:7]([C:10]2[N:11]=[C:12]([NH2:15])[S:13][CH:14]=2)=[CH:6][CH:5]=1)=[N+:2]=[N-:3].[Cl:16]N1C(=O)CCC1=O.O>CN(C=O)C>[N:1]([C:4]1[CH:9]=[CH:8][C:7]([C:10]2[N:11]=[C:12]([NH2:15])[S:13][C:14]=2[Cl:16])=[CH:6][CH:5]=1)=[N+:2]=[N-:3]. Procedure: To a solution of 4-(4-azidophenyl)thiazol-2-amine (1.18 g, 5.43 mmol) in DMF (18 mL) at 0° C. was added 1-chloropyrrolidine-2,5-dione (0.746 g, 5.59 mmol). The reaction mixture was warmed to room temperature and stirred for 2 h. The reaction mixture was poured into water (100 mL). The precipitate that formed was collected by filtration, washed with water, and dried under high vacuum to give 4-(4-azidophenyl)-5-chlorothiazol-2-amine. Reactants: 44, C(C)OC(=O)N1CC(CC1)C(=O)O (1-(ethoxycarbonyl)-3-pyrrolidinecarboxylic acid), S(=O)(Cl)Cl (thionyl chloride). Solvent: ClCCl (dichloromethane). Conditions: time 8 hour. Product: 49, ClC(=O)C1CN(CC1)C(=O)OCC (ethyl 3-(chlorocarbonyl)-1-pyrrolidinecarboxylate). Isolated yield 100.0%. As a reaction SMILES: [CH2:1]([O:3][C:4]([N:6]1[CH2:10][CH2:9][CH:8]([C:11]([OH:13])=O)[CH2:7]1)=[O:5])[CH3:2].S(Cl)([Cl:16])=O>ClCCl>[Cl:16][C:11]([CH:8]1[CH2:9][CH2:10][N:6]([C:4]([O:3][CH2:1][CH3:2])=[O:5])[CH2:7]1)=[O:13]. Procedure: To a stirred of 44 parts of 1-(ethoxycarbonyl)-3-pyrrolidinecarboxylic acid in 520 parts of dichloromethane were added dropwise 35.7 parts of thionyl chloride at 20° C. Upon complete addition, stirring was continued overnight and the reaction mixture was evaporated, yielding 49 parts (100%) of ethyl 3-(chlorocarbonyl)-1-pyrrolidinecarboxylate as an oily residue (int. 25).